This data is from the Open Reaction Database (ORD), a public repository of structured organic reaction records. The task is: describe an organic reaction: reactants, conditions, products, and yield The reactants are O[C@@H]1COC[C@@H]1O (cis-3,4-dihydroxytetrahydrofuran), BrCC1CC1 (bromomethylcyclopropane), [H-].[Na+] (sodium hydride), suspension. Solvent: CN(C)C=O (DMF). Reaction conditions: temperature 0 celsius, time 1 hour. Yields the product C1(CC1)CO[C@@H]1COC[C@@H]1O (cis-3-Cyclopropylmethoxy-4-hydroxytetrahydrofuran). Isolated yield 30.8%. As a reaction SMILES: [OH:1][C@H:2]1[C@@H:6]([OH:7])[CH2:5][O:4][CH2:3]1.Br[CH2:9][CH:10]1[CH2:12][CH2:11]1.[H-].[Na+]>CN(C=O)C>[CH:10]1([CH2:9][O:1][C@H:2]2[C@@H:6]([OH:7])[CH2:5][O:4][CH2:3]2)[CH2:12][CH2:11]1 |f:2.3|. Reported procedure: To a stirred solution of cis-3,4-dihydroxytetrahydrofuran (5.8 g, 56 mmol) and bromomethylcyclopropane (5.0 g, 37 mmol) in DMF (100 mL) at 0° C. was added sodium hydride (1.6 g of a 60% suspension in mineral oil, 40 mmol) in portions over a period of 2 h. The resulting solution was stirred at 0° C. for 1 h and then at ambient temperature for 18 h. The solution was concentrated in vacuo and partitioned between EtOAc and water. The organic phase was separated, dried over MgSO4, filtered, and conce... Reactants: C(C)(=O)O[BH-](OC(C)=O)OC(C)=O.[Na+] (sodium triacetoxyborohydride), C(=O)(O)[O-].[Na+] (NaHCO3), COC1=CC(=C(N)C=C1)[N+](=O)[O-] (4-Methoxy-2-nitroaniline), CC(C=O)(C)C (trimethyl-acetaldehyde), C(C)(=O)O (acetic acid). Run in ClCCl (dichloromethane). Yields the product CC(CNC1=C(C=C(C=C1)OC)[N+](=O)[O-])(C)C (N-(2,2-dimethylpropyl)-4-methoxy-2-nitroaniline). As a reaction SMILES: [CH3:1][O:2][C:3]1[CH:9]=[CH:8][C:6]([NH2:7])=[C:5]([N+:10]([O-:12])=[O:11])[CH:4]=1.[CH3:13][C:14]([CH3:18])([CH3:17])[CH:15]=O.C(O)(=O)C.C(O[BH-](OC(=O)C)OC(=O)C)(=O)C.[Na+].C([O-])(O)=O.[Na+]>ClCCl>[CH3:13][C:14]([CH3:18])([CH3:17])[CH2:15][NH:7][C:6]1[CH:8]=[CH:9][C:3]([O:2][CH3:1])=[CH:4][C:5]=1[N+:10]([O-:12])=[O:11] |f:3.4,5.6|. Reported procedure: 4-Methoxy-2-nitroaniline (10 g, 59.5 mmol, 1.0 equiv.) and trimethyl-acetaldehyde (9.73 g, 113 mmol, 1.9 equiv.) were dissolved in anhydrous dichloromethane (100 ml). The resulting solution was then treated with acetic acid (18.72 ml, 327 mmol, 5.5 equiv.), followed by sodium triacetoxyborohydride (30.3 g, 143 mmol, 2.4 equiv.). The mixture was stirred at room temperature. When LCMS showed completion of the reaction, the mixture was treated with saturated aqueous NaHCO3, then extracted with EtOA... The reactants are ClC(=O)C1=CC=C(C(=O)OC)C=C1 (methyl 4-chloroformylbenzoate), C(C)(C)(C)C1=CC=C(C=C1)C1=NN=NN1 (5-(4-t-butylphenyl)-1H-tetrazole), N1=CC=CC=C1 (pyridine). Run in O (water). Yields the product C(C)(C)(C)C1=CC=C(C=C1)C1=NN=C(O1)C1=CC=C(C(=O)OC)C=C1 (methyl 4-[5-(4-t-butylphenyl)-1,3,4-oxadiazol-2-yl]benzoate). The yield is 92.0%. RXN SMILES: Cl[C:2]([C:4]1[CH:13]=[CH:12][C:7]([C:8]([O:10][CH3:11])=[O:9])=[CH:6][CH:5]=1)=[O:3].[C:14]([C:18]1[CH:23]=[CH:22][C:21]([C:24]2NN=[N:26][N:25]=2)=[CH:20][CH:19]=1)([CH3:17])([CH3:16])[CH3:15].N1C=CC=CC=1>O>[C:14]([C:18]1[CH:23]=[CH:22][C:21]([C:24]2[O:3][C:2]([C:4]3[CH:13]=[CH:12][C:7]([C:8]([O:10][CH3:11])=[O:9])=[CH:6][CH:5]=3)=[N:26][N:25]=2)=[CH:20][CH:19]=1)([CH3:17])([CH3:15])[CH3:16]. Reported procedure: A mixture of methyl 4-chloroformylbenzoate (1.17 g), 5-(4-t-butylphenyl)-1H-tetrazole (1.00 g) and pyridine (10 ml) was heated under reflux for 1 hr. After cooling, water was added to the mixture. The crystals were collected by filtration and dissolved in ethyl acetate. This solution was washed with 1 M hydrochloric acid, water and saturated brine, dried over anhydrous magnesium sulfate and concentrated. The residue was washed with cold hexane to give methyl 4-[5-(4-t-butylphenyl)-1,3,4-oxadiazo... The reactants are Clc1nc(N2CCOCC2)c2nc(CN3CCC(N4CCC4)CC3)sc2n1, C1CC(N2CCOCC2)CCN1. Yields the product Clc1nc(N2CCOCC2)c2nc(CN3CCC(N4CCOCC4)CC3)sc2n1. As a reaction SMILES: [N:1]1([CH:5]2[CH2:6][CH2:7][N:8]([CH2:11][c:12]3[s:13][c:14]4[n:15][c:16]([Cl:27])[n:17][c:18]([N:21]5[CH2:22][CH2:23][O:24][CH2:25][CH2:26]5)[c:19]4[n:20]3)[CH2:9][CH2:10]2)[CH2:2][CH2:3][CH2:4]1.[NH:28]1[CH2:29][CH2:30][CH:31]([N:32]2[CH2:33][CH2:34][O:37][CH2:36][CH2:35]2)[CH2:38][CH2:39]1>>[N:1]1([CH:5]2[CH2:6][CH2:7][N:8]([CH2:11][c:12]3[s:13][c:14]4[n:15][c:16]([Cl:27])[n:17][c:18]([N:21]5[CH2:22][CH2:23][O:24][CH2:25][CH2:26]5)[c:19]4[n:20]3)[CH2:9][CH2:10]2)[CH2:2][CH2:36][O:37][CH2:3][CH2:4]1. The reactants are ClCCl, CC(=O)OC(C)=O, CN(C)c1ccncc1, C#CCN1CCC(O)C1=O, c1ccncc1. Yields the product C#CCN1CCC(OC(C)=O)C1=O. As a reaction SMILES: [CH2:33]([Cl:34])[Cl:35].[CH3:11][C:12](=[O:13])[O:14][C:15](=[O:16])[CH3:17].[CH3:24][N:25]([CH3:26])[c:27]1[cH:28][cH:29][n:30][cH:31][cH:32]1.[OH:1][CH:2]1[C:3](=[O:10])[N:4]([CH2:7][C:8]#[CH:9])[CH2:5][CH2:6]1.[cH:18]1[cH:19][cH:20][n:21][cH:22][cH:23]1>>[O:1]([CH:2]1[C:3](=[O:10])[N:4]([CH2:7][C:8]#[CH:9])[CH2:5][CH2:6]1)[C:12]([CH3:11])=[O:13]. The reactants are COc1ccc(C(=O)NC(Cc2ccccc2)C(=O)O)cc1, C(=NC1CCCCC1)=NC1CCCCC1, ClC(Cl)Cl, Cl, COC(=O)C(N)Cc1ccc(O)cc1, C1CCOC1. Product: COC(=O)C(Cc1ccc(O)cc1)NC(=O)C(Cc1ccccc1)NC(=O)c1ccc(OC)cc1. As a reaction SMILES: [CH3:1][O:2][c:3]1[cH:4][cH:5][c:6]([C:7](=[O:8])[NH:9][CH:10]([CH2:11][c:12]2[cH:13][cH:14][cH:15][cH:16][cH:17]2)[C:18](=[O:19])[OH:20])[cH:21][cH:22]1.[CH:38]1([N:39]=[C:40]=[N:41][CH:42]2[CH2:43][CH2:44][CH2:45][CH2:46][CH2:47]2)[CH2:48][CH2:49][CH2:50][CH2:51][CH2:52]1.[CH:58]([Cl:59])([Cl:60])[Cl:61].[ClH:23].[NH2:24][CH:25]([CH2:26][c:27]1[cH:28][cH:29][c:30]([OH:33])[cH:31][cH:32]1)[C:34](=[O:35])[O:36][CH3:37].[O:53]1[CH2:54][CH2:55][CH2:56][CH2:57]1>>[CH3:1][O:2][c:3]1[cH:4][cH:5][c:6]([C:7](=[O:8])[NH:9][CH:10]([CH2:11][c:12]2[cH:13][cH:14][cH:15][cH:16][cH:17]2)[C:18](=[O:20])[NH:24][CH:25]([CH2:26][c:27]2[cH:28][cH:29][c:30]([OH:33])[cH:31][cH:32]2)[C:34](=[O:35])[O:36][CH3:37])[cH:21][cH:22]1. The reactants are ClC=1C=C(CN)C=CC1Cl (3,4-dichlorobenzylamine), ClC=1C2=C(N=C(N1)C1=CC=NC=C1)SC(=C2)[N+](=O)[O-] (4-chloro-2-(pyridin-4-yl)-6-nitro-thieno-[2,3-d]-pyrimidine). The product is N1=CC=C(C=C1)C=1N=C(C2=C(N1)SC(=C2)[N+](=O)[O-])NCC2=CC(=C(C=C2)Cl)Cl (2-(pyridin-4-yl)-4-(3,4-dichlorobenzylamino)-6-nitro-thieno-[2,3-d]-pyrimidine). Reaction SMILES: [Cl:1][C:2]1[CH:3]=[C:4]([CH:7]=[CH:8][C:9]=1[Cl:10])[CH2:5][NH2:6].Cl[C:12]1[C:13]2[CH:26]=[C:25]([N+:27]([O-:29])=[O:28])[S:24][C:14]=2[N:15]=[C:16]([C:18]2[CH:23]=[CH:22][N:21]=[CH:20][CH:19]=2)[N:17]=1>>[N:21]1[CH:20]=[CH:19][C:18]([C:16]2[N:17]=[C:12]([NH:6][CH2:5][C:4]3[CH:7]=[CH:8][C:9]([Cl:10])=[C:2]([Cl:1])[CH:3]=3)[C:13]3[CH:26]=[C:25]([N+:27]([O-:29])=[O:28])[S:24][C:14]=3[N:15]=2)=[CH:23][CH:22]=1. Reported procedure: With the procedure of Example 1, the reaction of 3,4-dichlorobenzylamine with 4-chloro-2-(pyridin-4-yl)-6-nitro-thieno-[2,3-d]-pyrimidine yields 2-(pyridin-4-yl)-4-(3,4-dichlorobenzylamino)-6-nitro-thieno-[2,3-d]-pyrimidine.